Task: describe an organic reaction: reactants, conditions, products, and yield. Dataset: the Open Reaction Database (ORD), a public repository of structured organic reaction records The reactants are C1=CC(=CC(=C1)Cl)C(=O)OO (mCPBA), C(=O)(O)[O-].[Na+] (NaHCO3), O[C@@H]1CC2=CC[C@H]3[C@@H]4CCC([C@@]4(C)CC[C@@H]3[C@]2(CC1)C)=O (3β-hydroxyandrost-5-en-17-one), aqueous solution, [O-]S(=O)[O-].[Na+].[Na+] (Na2SO3). Solvent: C(Cl)Cl (CH2Cl2), C(Cl)Cl (CH2Cl2). Conditions: time 0.5 hour. Yields the product O[C@@H]1C[C@]23[C@H](C[C@H]4[C@@H]5CCC([C@@]5(C)CC[C@@H]4[C@]2(CC1)C)=O)O3 (3β-hydroxy-5α,6α-epoxyandrostan-17-one). Yield: 47115.7%. RXN SMILES: [OH:1][C@H:2]1[CH2:19][CH2:18][C@@:17]2([CH3:20])[C:4](=[CH:5][CH2:6][C@@H:7]3[C@@H:16]2[CH2:15][CH2:14][C@@:12]2([CH3:13])[C@H:8]3[CH2:9][CH2:10][C:11]2=[O:21])[CH2:3]1.C1C=C(Cl)C=C(C(OO)=[O:30])C=1.[O-]S([O-])=O.[Na+].[Na+].C([O-])(O)=O.[Na+]>C(Cl)Cl>[OH:1][C@H:2]1[CH2:19][CH2:18][C@@:17]2([CH3:20])[C@:4]3([O:30][C@H:5]3[CH2:6][C@@H:7]3[C@@H:16]2[CH2:15][CH2:14][C@@:12]2([CH3:13])[C@H:8]3[CH2:9][CH2:10][C:11]2=[O:21])[CH2:3]1 |f:2.3.4,5.6|. Procedure: To a stirred solution of 3β-hydroxyandrost-5-en-17-one (0.81 g) in CH2Cl2 (7.4 mL) cooled at 0° C., a solution of mCPBA (0.77 mg) in CH2Cl2 (13.6 mL) was added dropwise. After 0.5 h at 0° C. and 0.5 h at room temperature, a 10% aqueous solution of Na2SO3 was added. The mixture was neutralized by addition of 5% NaHCO3 solution and extracted with CH2Cl2 (3×100 mL). The combined organic extracts were washed with H2O, dried over Na2SO4, and evaporated to dryness. The residue was purified by flash ch... Reactants: ClC1=C2C(=NC=C1)C=C(O2)C2=CC=C(C=C2)OC (7-chloro-2-(4-methoxyphenyl)furo[3,2-b]pyridine), CC1=C2C=CNC2=CC=C1N (4-methyl-1H-indol-5-ylamine). Product: COC1=CC=C(C=C1)C1=CC2=NC=CC(=C2O1)NC=1C(=C2C=CNC2=CC1)C ([2-(4-Methoxy-phenyl)-furo[3,2-b]pyridin-7-yl]-(4-methyl-1H-indol-5-yl)-amine), solid. Isolated yield 64.0%. RXN SMILES: Cl[C:2]1[CH:7]=[CH:6][N:5]=[C:4]2[CH:8]=[C:9]([C:11]3[CH:16]=[CH:15][C:14]([O:17][CH3:18])=[CH:13][CH:12]=3)[O:10][C:3]=12.[CH3:19][C:20]1[C:28]([NH2:29])=[CH:27][CH:26]=[C:25]2[C:21]=1[CH:22]=[CH:23][NH:24]2>>[CH3:18][O:17][C:14]1[CH:15]=[CH:16][C:11]([C:9]2[O:10][C:3]3[C:4](=[N:5][CH:6]=[CH:7][C:2]=3[NH:29][C:28]3[C:20]([CH3:19])=[C:21]4[C:25](=[CH:26][CH:27]=3)[NH:24][CH:23]=[CH:22]4)[CH:8]=2)=[CH:12][CH:13]=1. Procedure: The title compound was prepared by procedure E using 7-chloro-2-(4-methoxyphenyl)furo[3,2-b]pyridine (30.10 mg; 0.12 mmol; 1.00 eq.) instead of 7-chloro-2-(3,4,5-trimethoxyphenyl)furo[3,2-b]pyridine, and 4-methyl-1H-indol-5-ylamine (17.79 mg; 0.12 mmol; 1.05 eq.) instead of 6-amino-2,2-difluoro-4H-benzo[1,4]oxazin-3-one, and was obtained as a beige solid (27 mg, 64%). (HPLC (method F): 93%, RT: 4.07 min); 1H NMR (500 MHz, DMSO-d6) δ[ppm] 11.14 (s, 1H), 8.49 (s, 1H), 7.92 (d, J=5.5, 1H), 7.90 (d,... The reactants are N(=[N+]=[N-])[Si](C)(C)C (azidotrimethylsilane), C(CCC)[Sn](CCCC)=O (dibutyltin oxide), FC=1C=C(C=CC1)CC(CCC1N(C(CC1)=O)CCCCCCC#N)O (7-{2-[4-(3-fluoro-phenyl)-3-hydroxy-butyl]-5-oxo-pyrrolidin-1-yl}-heptanenitrile). Run in C1(=CC=CC=C1)C (toluene). The product is FC=1C=C(C=CC1)CC(CCC1CCC(N1CCCCCCC=1N=NNN1)=O)O (5-[4-(3-Fluoro-phenyl)-3-hydroxy-butyl]-1-[6-(2H-tetrazol-5-yl)-hexyl ]-pyrrolidin-2-one). The yield is 64.2%. Reaction SMILES: [F:1][C:2]1[CH:3]=[C:4]([CH2:8][CH:9]([OH:26])[CH2:10][CH2:11][CH:12]2[CH2:16][CH2:15][C:14](=[O:17])[N:13]2[CH2:18][CH2:19][CH2:20][CH2:21][CH2:22][CH2:23][C:24]#[N:25])[CH:5]=[CH:6][CH:7]=1.[N:27]([Si](C)(C)C)=[N+:28]=[N-:29].C([Sn](=O)CCCC)CCC>C1(C)C=CC=CC=1>[F:1][C:2]1[CH:3]=[C:4]([CH2:8][CH:9]([OH:26])[CH2:10][CH2:11][CH:12]2[N:13]([CH2:18][CH2:19][CH2:20][CH2:21][CH2:22][CH2:23][C:24]3[N:27]=[N:28][NH:29][N:25]=3)[C:14](=[O:17])[CH2:15][CH2:16]2)[CH:5]=[CH:6][CH:7]=1. Reported procedure: Following the procedure described for Example 6, Step C, 7-{2-[4-(3-fluoro-phenyl)-3-hydroxy-butyl]-5-oxo-pyrrolidin-1-yl}-heptanenitrile (141.3 mg, 0.392 mmol) was reacted with azidotrimethylsilane (0.210 mL, 1.57 mmol) and dibutyltin oxide (29 mg, 0.116 mmol) in toluene (8 mL) heated under reflux for 72 h. Purification by medium pressure chromatography (CH2Cl2 to 2% MeOH in CH2Cl2 to 4% MeOH in CH2Cl2 to 6% MeOH in CH2Cl2) provided the title compound of Example 5C (101.5 mg). 1H NMR (CDCl3) δ7... The reactants are FC(F)(F)c1ccc(CBr)o1, C1CCOC1, CC(C)S(=O)(=O)NC1Cc2ccc(B3OC(C)(C)C(C)(C)O3)cc2C1. Yields the product CC(C)S(=O)(=O)NC1Cc2ccc(Cc3ccc(C(F)(F)F)o3)cc2C1. As a reaction SMILES: [Br:1][CH2:2][c:3]1[o:4][c:5]([C:8]([F:9])([F:10])[F:11])[cH:6][cH:7]1.[CH2:37]1[O:38][CH2:39][CH2:40][CH2:41]1.[CH3:12][C:13]1([CH3:14])[C:15]([CH3:16])([CH3:17])[O:18][B:19]([c:20]2[cH:21][c:22]3[c:26]([cH:27][cH:28]2)[CH2:25][CH:24]([NH:29][S:30](=[O:31])(=[O:32])[CH:33]([CH3:34])[CH3:35])[CH2:23]3)[O:36]1>>[CH2:2]([c:3]1[o:4][c:5]([C:8]([F:9])([F:10])[F:11])[cH:6][cH:7]1)[c:20]1[cH:21][c:22]2[c:26]([cH:27][cH:28]1)[CH2:25][CH:24]([NH:29][S:30](=[O:31])(=[O:32])[CH:33]([CH3:34])[CH3:35])[CH2:23]2.